This data is from the Open Reaction Database (ORD), a public repository of structured organic reaction records. The task is: describe an organic reaction: reactants, conditions, products, and yield Starting materials: OC1=CC=C(C=C1)SC1=C(C=C(C=C1)O)[N+](=O)[O-] (4-(4-Hydroxy-phenylsulfanyl)-3-nitro-phenol), [Cl-].[NH4+] (ammonium chloride). Isolated yield 98.4%. Procedure details: The product from Example 153A (1.34 g, 5.09 mmol) was reacted with iron (1.42 g, 25.48 mmol) and ammonium chloride (409 mg, 1.5 mmol) in 20 mL EtOH/20 mL THF/6 mL water following the procedure from Example 9E to provide the title compound (1.168 g, 97%). As a reaction SMILES: [OH:1][C:2]1[CH:7]=[CH:6][C:5]([S:8][C:9]2[CH:14]=[CH:13][C:12]([OH:15])=[CH:11][C:10]=2[N+:16]([O-])=O)=[CH:4][CH:3]=1.[Cl-].[NH4+]>CCO.[Fe]>[NH2:16][C:10]1[CH:11]=[C:12]([OH:15])[CH:13]=[CH:14][C:9]=1[S:8][C:5]1[CH:6]=[CH:7][C:2]([OH:1])=[CH:3][CH:4]=1 |f:1.2|. Run in CCO (EtOH). The product is NC=1C=C(C=CC1SC1=CC=C(C=C1)O)O (3-Amino-4-(4-hydroxy-phenylsulfanyl)-phenol). Reagents/catalysts: [Fe] (iron). The product is COCCOc1cc2ncnc(Oc3cccc(NC(=O)Nc4cc(C(F)(F)F)nn4-c4ccccc4)c3)c2cc1OC. As a reaction SMILES: [CH2:60]1[O:61][CH2:62][CH2:63][CH2:64]1.[CH3:26][O:27][c:28]1[cH:29][c:30]2[c:31]([O:43][c:44]3[cH:45][c:46]([NH2:47])[cH:48][cH:49][cH:50]3)[n:32][cH:33][n:34][c:35]2[cH:36][c:37]1[O:38][CH2:39][CH2:40][O:41][CH3:42].[CH:51]([N:52]([CH2:53][CH3:54])[CH:55]([CH3:56])[CH3:57])([CH3:58])[CH3:59].[c:1]1(-[n:7]2[n:8][c:9]([C:22]([F:23])([F:24])[F:25])[cH:10][c:11]2[NH:12][C:13]([O:14][c:15]2[cH:16][cH:17][cH:18][cH:19][cH:20]2)=[O:21])[cH:2][cH:3][cH:4][cH:5][cH:6]1>>[c:1]1(-[n:7]2[n:8][c:9]([C:22]([F:23])([F:24])[F:25])[cH:10][c:11]2[NH:12][C:13](=[O:21])[NH:47][c:46]2[cH:45][c:44]([O:43][c:31]3[c:30]4[cH:29][c:28]([O:27][CH3:26])[c:37]([O:38][CH2:39][CH2:40][O:41][CH3:42])[cH:36][c:35]4[n:34][cH:33][n:32]3)[cH:50][cH:49][cH:48]2)[cH:2][cH:3][cH:4][cH:5][cH:6]1. The reactants are C1CCOC1, COCCOc1cc2ncnc(Oc3cccc(N)c3)c2cc1OC, CCN(C(C)C)C(C)C, O=C(Nc1cc(C(F)(F)F)nn1-c1ccccc1)Oc1ccccc1.